From a dataset of the Open Reaction Database (ORD), a public repository of structured organic reaction records. describe an organic reaction: reactants, conditions, products, and yield The reactants are O=C1CCC=2C=C(C=NC2N1)/C=C/C(=O)OCC ((E)-ethyl 3-(7-oxo-5,6,7,8-tetrahydro-1,8-naphthyridin-3-yl)acrylate). Reagents/catalysts: [Pd] (Pd/C). Run in CO (methanol). Conditions: temperature 27.5 celsius, time 16 hour. Yields the product O=C1CCC=2C=C(C=NC2N1)CCC(=O)OCC (ethyl 3-(7-oxo-5,6,7,8-tetrahydro-1,8-naphthyridin-3-yl)propionate). Isolated yield 82.2%. As a reaction SMILES: [O:1]=[C:2]1[NH:11][C:10]2[N:9]=[CH:8][C:7](/[CH:12]=[CH:13]/[C:14]([O:16][CH2:17][CH3:18])=[O:15])=[CH:6][C:5]=2[CH2:4][CH2:3]1>CO.[Pd]>[O:1]=[C:2]1[NH:11][C:10]2[N:9]=[CH:8][C:7]([CH2:12][CH2:13][C:14]([O:16][CH2:17][CH3:18])=[O:15])=[CH:6][C:5]=2[CH2:4][CH2:3]1. Procedure details: To a stirred solution of 49a (7.7 g, 34.3 mmol) in methanol (150 ml) was added 10% Pd/C (3 g) under nitrogen. The reaction mixture was stirred in presence of H2 gas at 20-35° C. for 16 h. The progress of the reaction was monitored by TLC. After the reaction was completed, the reaction mixture was filtered through celite and concentrated to get the desired compound as a white solid (7 g, 90.2%); 1H NMR (400 MHz, DMSO-d6) δ 10.35 (s, 1H), 7.95 (s, 1H), 7.48 (s, 1H), 4.05 (q, J=7.1 Hz, 2H), 2.83 (t... The reactants are C(C)(C)(C)OC(=O)N1C(CCCC1)CC(=O)O ((RS)-2-carboxymethyl-piperidine-1-carboxylic acid tert butyl ester), BrCC(=O)C1=CC(=CC=C1)C#N (2-bromo-3′-cyanoacetophenone). Product: C(C)(C)(C)OC(=O)N1C(CCCC1)CC(=O)OCC(=O)C1=CC(=CC=C1)C#N ((RS)-2-[2-(3-Cyano-phenyl)-2-oxo-ethoxycarbonylmethyl]-piperidine-1-carboxylic tert butyl ester). Isolated yield 82.7%. As a reaction SMILES: [C:1]([O:5][C:6]([N:8]1[CH2:13][CH2:12][CH2:11][CH2:10][CH:9]1[CH2:14][C:15]([OH:17])=[O:16])=[O:7])([CH3:4])([CH3:3])[CH3:2].Br[CH2:19][C:20]([C:22]1[CH:27]=[CH:26][CH:25]=[C:24]([C:28]#[N:29])[CH:23]=1)=[O:21]>>[C:1]([O:5][C:6]([N:8]1[CH2:13][CH2:12][CH2:11][CH2:10][CH:9]1[CH2:14][C:15]([O:17][CH2:19][C:20]([C:22]1[CH:27]=[CH:26][CH:25]=[C:24]([C:28]#[N:29])[CH:23]=1)=[O:21])=[O:16])=[O:7])([CH3:4])([CH3:2])[CH3:3]. Procedure details: The title compound (1.51 g) was prepared from (RS)-2-carboxymethyl-piperidine-1-carboxylic acid tert butyl ester (1.15 g) and 2-bromo-3′-cyanoacetophenone (1.06 g) according to the method of description 36. Starting materials: CC(C(=O)OCC1=CC=CC=C1)(CCC=O)C (Benzyl 2,2-dimethyl-5-oxopentanoate), CC(C)(C)[S@](=O)N ((S)-2-methylpropane-2-sulfinamide). Reagents/catalysts: [O-]S(=O)(=O)[O-].[Cu+2] (CuSO4). The solvent is C(Cl)Cl (DCM). Reaction conditions: time 22 hour. The product is C(C)(C)(C)[S@](=O)N=CCCC(C(=O)OCC1=CC=CC=C1)(C)C (Benzyl 5-{[(S)-tert-butylsulfinyl]imino}-2,2-dimethylpentanoate). Reaction SMILES: [CH3:1][C:2]([CH3:17])([CH2:13][CH2:14][CH:15]=O)[C:3]([O:5][CH2:6][C:7]1[CH:12]=[CH:11][CH:10]=[CH:9][CH:8]=1)=[O:4].[CH3:18][C:19]([S@@:22]([NH2:24])=[O:23])([CH3:21])[CH3:20]>C(Cl)Cl.[O-]S([O-])(=O)=O.[Cu+2]>[C:19]([S@@:22]([N:24]=[CH:15][CH2:14][CH2:13][C:2]([CH3:17])([CH3:1])[C:3]([O:5][CH2:6][C:7]1[CH:12]=[CH:11][CH:10]=[CH:9][CH:8]=1)=[O:4])=[O:23])([CH3:21])([CH3:20])[CH3:18] |f:3.4|. Reported procedure: To a mixture of benzyl 2,2-dimethyl-5-oxopentanoate (1.06 g, 4.54 mmol, Step C) and anhydrous CuSO4 (1.59 g, 9.98 mmol) in DCM (10 mL) was added (S)-2-methylpropane-2-sulfinamide (0.550 g, 4.54 mmol). This mixture was stirred for 22 hours, before being filtered through a pad of celite. Additional DCM was used to wash the celite. The combined organics were concentrated in vacuo to give a residue that was purified by silica gel chromatography, eluting with a gradient of MeOH:DCM—0.5:99.5 to 1.5:98... The reactants are CC(=O)C1CCCCC1=O, C=C(COCCOC)C(=O)OC(C)(C)C, CC(C)(C)[O-], CC#N, [K+]. Product: COCCOCC(CC1(C(C)=O)CCCCC1=O)C(=O)OC(C)(C)C. RXN SMILES: [C:1]([CH3:2])(=[O:3])[CH:4]1[C:5](=[O:10])[CH2:6][CH2:7][CH2:8][CH2:9]1.[CH3:11][O:12][CH2:13][CH2:14][O:15][CH2:16][C:17]([C:18](=[O:19])[O:20][C:21]([CH3:22])([CH3:23])[CH3:24])=[CH2:25].[CH3:26][C:27]([CH3:28])([O-:29])[CH3:30].[CH3:32][C:33]#[N:34].[K+:31]>>[C:1]([CH3:2])(=[O:3])[C:4]1([CH2:25][CH:17]([CH2:16][O:15][CH2:14][CH2:13][O:12][CH3:11])[C:18](=[O:19])[O:20][C:21]([CH3:22])([CH3:23])[CH3:24])[C:5](=[O:10])[CH2:6][CH2:7][CH2:8][CH2:9]1. The reactants are Cl.Cl.Cl.C(C1=CC=CC=C1)NC(C(NCCCOC1=CC(=CC=C1)CN1CCCCC1)=N)=N (N-Benzyl-N'-[3-(3-piperidinomethylphenoxy)propyl]ethanediimidamide trihydrochloride), C(Cl)Cl (CH2Cl2), S(N1C(C=2C(C1=O)=CC=CC2)=O)N2C(C=1C(C2=O)=CC=CC1)=O (N,N'-thiobisphthalimide). Solvent: C(C)N(CC)CC (triethylamine). Run at time 1 hour. Product: C(C1=CC=CC=C1)NC1=NSN=C1NCCCOC1=CC(=CC=C1)CN1CCCCC1 (3-Benzylamino-4-[3-(3-piperidinomethylphenoxy)propylamino]-1,2,5-thiadiazole). Yield: 77.3%. As a reaction SMILES: Cl.Cl.Cl.[CH2:4]([NH:11][C:12](=[NH:33])[C:13](=[NH:32])[NH:14][CH2:15][CH2:16][CH2:17][O:18][C:19]1[CH:24]=[CH:23][CH:22]=[C:21]([CH2:25][N:26]2[CH2:31][CH2:30][CH2:29][CH2:28][CH2:27]2)[CH:20]=1)[C:5]1[CH:10]=[CH:9][CH:8]=[CH:7][CH:6]=1.C(Cl)Cl.[S:37](N1C(=O)C2=CC=CC=C2C1=O)N1C(=O)C2=CC=CC=C2C1=O>C(N(CC)CC)C>[CH2:4]([NH:11][C:12]1[C:13]([NH:14][CH2:15][CH2:16][CH2:17][O:18][C:19]2[CH:24]=[CH:23][CH:22]=[C:21]([CH2:25][N:26]3[CH2:31][CH2:30][CH2:29][CH2:28][CH2:27]3)[CH:20]=2)=[N:32][S:37][N:33]=1)[C:5]1[CH:6]=[CH:7][CH:8]=[CH:9][CH:10]=1 |f:0.1.2.3|. Procedure details: A mixture of N-benzyl-N'-[3-(3-piperidinomethylphenoxy)propyl]ethanediimidamide trihydrochloride (4.73 g; 9.16 mmoles) [prepared in Step A], 45 ml of CH2Cl2 and 3.8 ml of triethylamine was treated with N,N'-thiobisphthalimide (DMF solvate) (3.64 g; 9.16 mmoles) and stirred for one hour. The mixture was washed with 44 ml of 10% KOH, dried (MgSO4), filtered, diluted with toluene and concentrated. The residue was chromatographed by flash chromatography on 110 g of silica gel (230-400 mesh) using et... Starting materials: CCCC1CC(=O)N(Cc2c[nH]c3ncccc23)C1, CCCCCC, COCCOC, O=C(OO)c1cccc(Cl)c1. Product: CCCC1CC(=O)N(Cc2c[nH]c3c2ccc[n+]3[O-])C1. RXN SMILES: [CH2:1]([CH2:2][CH3:3])[CH:4]1[CH2:5][C:6](=[O:19])[N:7]([CH2:9][c:10]2[cH:11][nH:12][c:13]3[n:14][cH:15][cH:16][cH:17][c:18]23)[CH2:8]1.[CH3:31][CH2:32][CH2:33][CH2:34][CH2:35][CH3:36].[CH3:37][O:38][CH2:39][CH2:40][O:41][CH3:42].[Cl:20][c:21]1[cH:22][c:23]([C:28](=[O:25])[O:29][OH:30])[cH:24][cH:26][cH:27]1>>[CH2:1]([CH2:2][CH3:3])[CH:4]1[CH2:5][C:6](=[O:19])[N:7]([CH2:9][c:10]2[cH:11][nH:12][c:13]3[n+:14]([O-:25])[cH:15][cH:16][cH:17][c:18]23)[CH2:8]1. Reactants: [Ag+], CC1(Br)CCCCC1, O=S(=O)([O-])C(F)(F)F, CCOC(=O)C(=NO)C(C)=O. Yields the product CCOC(=O)C(=NOC1(C)CCCC1)C(C)=O. RXN SMILES: [Ag+:28].[Br:12][C:13]1([CH3:19])[CH2:14][CH2:15][CH2:16][CH2:17][CH2:18]1.[F:20][C:21]([F:22])([F:23])[S:24]([O-:25])(=[O:26])=[O:27].[OH:1][N:2]=[C:3]([C:4](=[O:5])[O:6][CH2:7][CH3:8])[C:9]([CH3:10])=[O:11]>>[O:1]([N:2]=[C:3]([C:4](=[O:5])[O:6][CH2:7][CH3:8])[C:9]([CH3:10])=[O:11])[C:13]1([CH3:19])[CH2:15][CH2:16][CH2:17][CH2:18]1. Starting materials: Cl (HCl), Cl.C[C@H]1N(CCC1)CCC1=CC=C(C=C1)B(O)O ((R)-4-(2-(2-methylpyrrolidin-1-yl)ethyl)phenylboronic acid hydrochloride), ClC1=CC=C(C=C1)C(C(=O)O)(C)C (2-(4-chlorophenyl)-2-methylpropanoic acid), C(=O)([O-])[O-].[Na+].[Na+] (Na2CO3), dichlorobis(p-dimethylaminophenyldi-tert-butylphosphine)palladium. Run in O1CCOCC1 (1,4-dioxane), O (H2O). Reaction conditions: temperature 150 celsius. Product: CC(C(=O)O)(C)C1=CC=C(C=C1)C1=CC=C(C=C1)CCN1[C@@H](CCC1)C ((R)-2-Methyl-2-(4′-(2-(2-methylpyrrolidin-1-yl)ethyl)biphenyl-4-yl)propanoic Acid). RXN SMILES: Cl.[CH3:2][C@@H:3]1[CH2:7][CH2:6][CH2:5][N:4]1[CH2:8][CH2:9][C:10]1[CH:15]=[CH:14][C:13](B(O)O)=[CH:12][CH:11]=1.Cl[C:20]1[CH:25]=[CH:24][C:23]([C:26]([CH3:31])([CH3:30])[C:27]([OH:29])=[O:28])=[CH:22][CH:21]=1.C([O-])([O-])=O.[Na+].[Na+].Cl>O1CCOCC1.O>[CH3:31][C:26]([C:23]1[CH:24]=[CH:25][C:20]([C:13]2[CH:14]=[CH:15][C:10]([CH2:9][CH2:8][N:4]3[CH2:5][CH2:6][CH2:7][C@H:3]3[CH3:2])=[CH:11][CH:12]=2)=[CH:21][CH:22]=1)([CH3:30])[C:27]([OH:29])=[O:28] |f:0.1,3.4.5|. Procedure: A mixture of (R)-4-(2-(2-methylpyrrolidin-1-yl)ethyl)phenylboronic acid hydrochloride (50.9 mg, 0.189 mmol), 2-(4-chlorophenyl)-2-methylpropanoic acid (50 mg, 0.252 mmol), Na2CO3 (107 mg, 1.007 mmol), and dichlorobis(p-dimethylaminophenyldi-tert-butylphosphine)palladium (1.782 mg, 2.52 μmol) in 1,4-dioxane (1 mL) and H2O (0.2 mL) was heated under microwave irradiation at 150° C. for 10 min. To the resulting mixture was added 2 M HCl (8 mL) and extracted with 5% EtOAc/hexane (10 mL). To the aqueo... Starting materials: FC=1C=C2[C@@H](N(C=3C=CC=CC3C2=CC1)S(=O)(=O)C1=CC=C(C=C1)OC)C ((S)-8-Fluoro-5-(4-methoxy-benzenesulfonyl)-6-methyl-5,6-dihydrophenanthridine), C1=CCCCC1 (cyclohexene), B(Br)(Br)Br (Boron tribromide). Yields the product FC=1C=C2[C@@H](N(C=3C=CC=CC3C2=CC1)S(=O)(=O)C1=CC=C(C=C1)O)C (4-[(S)-8-Fluoro-6-methyl-6H-phenanthridine-5-sulfonyl]-phenol). The yield is 90.5%. Run at time 20 hour. The solvent is C([O-])(O)=O.[Na+] (sodium bicarbonate). Procedure: (S)-8-Fluoro-5-(4-methoxy-benzenesulfonyl)-6-methyl-5,6-dihydrophenanthridine (1.26 g, 3.29 mmol) was suspended in cyclohexene (6.0 mL, 59 mmol). Boron tribromide (20 mL, 1.0 M solution in dichloromethane) was added dropwise at room temperature. The solution was stirred for 20 hours. A solution of saturated, aqueous sodium bicarbonate (300 mL) was added dropwise and then the mixture was extracted with dichloromethane (6×20 mL). The combined organic layers were dried over anhydrous sodium sulfate... Reaction SMILES: [F:1][C:2]1[CH:3]=[C:4]2[C:13](=[CH:14][CH:15]=1)[C:12]1[CH:11]=[CH:10][CH:9]=[CH:8][C:7]=1[N:6]([S:16]([C:19]1[CH:24]=[CH:23][C:22]([O:25]C)=[CH:21][CH:20]=1)(=[O:18])=[O:17])[C@H:5]2[CH3:27].C1CCCCC=1.B(Br)(Br)Br>C(=O)(O)[O-].[Na+]>[F:1][C:2]1[CH:3]=[C:4]2[C:13](=[CH:14][CH:15]=1)[C:12]1[CH:11]=[CH:10][CH:9]=[CH:8][C:7]=1[N:6]([S:16]([C:19]1[CH:20]=[CH:21][C:22]([OH:25])=[CH:23][CH:24]=1)(=[O:18])=[O:17])[C@H:5]2[CH3:27] |f:3.4|.